From a dataset of the Open Reaction Database (ORD), a public repository of structured organic reaction records. describe an organic reaction: reactants, conditions, products, and yield The reactants are C(C1=CC=CC=C1)N(C1(COCC1)CNC1=CC(=NC2=CC=C(C=C12)C)N1CCS(C2=C(C1)C=CC=C2)(=O)=O)CC2=CC=CC=C2 (N-{[3-(dibenzylamino)tetrahydrofuran-3-yl]methyl}-2-(1,1-dioxido-2,3-dihydro-1,4-benzothiazepin-4(5H)-yl)-6-methylquinolin-4-amine). Reagents/catalysts: [OH-].[Pd+2].[OH-] (palladium hydroxide). The solvent is CO (methanol). Conditions: time 16 hour. Yields the product NC1(COCC1)CNC1=CC(=NC2=CC=C(C=C12)C)N1CCS(C2=C(C1)C=CC=C2)(=O)=O (N-[(3-Aminotetrahydrofuran-3-yl)methyl]-2-(1,1-dioxido-2,3-dihydro-1,4-benzothiazepin-4(5H)-yl)-6-methylquinolin-4-amine). Yield: 10.8%. As a reaction SMILES: C([N:8](CC1C=CC=CC=1)[C:9]1([CH2:14][NH:15][C:16]2[C:25]3[C:20](=[CH:21][CH:22]=[C:23]([CH3:26])[CH:24]=3)[N:19]=[C:18]([N:27]3[CH2:33][C:32]4[CH:34]=[CH:35][CH:36]=[CH:37][C:31]=4[S:30](=[O:39])(=[O:38])[CH2:29][CH2:28]3)[CH:17]=2)[CH2:13][CH2:12][O:11][CH2:10]1)C1C=CC=CC=1>CO.[OH-].[Pd+2].[OH-]>[NH2:8][C:9]1([CH2:14][NH:15][C:16]2[C:25]3[C:20](=[CH:21][CH:22]=[C:23]([CH3:26])[CH:24]=3)[N:19]=[C:18]([N:27]3[CH2:33][C:32]4[CH:34]=[CH:35][CH:36]=[CH:37][C:31]=4[S:30](=[O:39])(=[O:38])[CH2:29][CH2:28]3)[CH:17]=2)[CH2:13][CH2:12][O:11][CH2:10]1 |f:2.3.4|. Procedure details: A mixture of N-{[3-(dibenzylamino)tetrahydrofuran-3-yl]methyl}-2-(1,1-dioxido-2,3-dihydro-1,4-benzothiazepin-4(5H)-yl)-6-methylquinolin-4-amine (270 mg, 0.43 mmol), 10% palladium hydroxide on active carbon (300 mg) in methanol (20 mL) was stirred for 16 hours at room temperature under hydrogen atmosphere (1 bar). The resulting mixture was concentrated in vacuo. The residue was purified by preparative HPLC to afford 21 mg of the desired product (yield was 10.8%). MS obsd. (ESI+) [(M+H)+] 453, 1H ... Reactants: O=C([O-])[O-], COC(=O)c1coc2cc(O)ccc12, Clc1nc2ncccc2s1, Cl, [Cs+], [Cs+], CN(C)C=O, O. Product: COC(=O)c1coc2cc(Oc3nc4ncccc4s3)ccc12. RXN SMILES: [C:15](=[O:16])([O-:17])[O-:18].[CH3:1][O:2][C:3](=[O:4])[c:5]1[cH:6][o:7][c:8]2[c:9]1[cH:10][cH:11][c:12]([OH:14])[cH:13]2.[Cl:22][c:23]1[s:24][c:25]2[c:26]([n:27][cH:28][cH:29][cH:30]2)[n:31]1.[ClH:21].[Cs+:19].[Cs+:20].[O:33]=[CH:34][N:35]([CH3:36])[CH3:37].[OH2:32]>>[CH3:1][O:2][C:3](=[O:4])[c:5]1[cH:6][o:7][c:8]2[c:9]1[cH:10][cH:11][c:12]([O:14][c:23]1[s:24][c:25]3[c:26]([n:27][cH:28][cH:29][cH:30]3)[n:31]1)[cH:13]2. Reaction SMILES: [CH:1]1([N:6]2[C:10]3=[N:11][C:12]([C:16]4[CH:21]=[CH:20][C:19]([N+:22]([O-])=O)=[CH:18][CH:17]=4)=[N:13][C:14](=[O:15])[C:9]3=[C:8]([CH2:25][CH3:26])[NH:7]2)[CH2:5][CH2:4][CH2:3][CH2:2]1.O.O.[Cl:29][Sn]Cl.C(O)C.Cl>O>[ClH:29].[CH:1]1([N:6]2[C:10]3=[N:11][C:12]([C:16]4[CH:17]=[CH:18][C:19]([NH2:22])=[CH:20][CH:21]=4)=[N:13][C:14](=[O:15])[C:9]3=[C:8]([CH2:25][CH3:26])[NH:7]2)[CH2:5][CH2:4][CH2:3][CH2:2]1 |f:1.2.3,7.8|. Yields the product Cl.C1(CCCC1)N1NC(=C2C1=NC(=NC2=O)C2=CC=C(C=C2)N)CC (1-cyclopentyl-3-ethyl-6-(4-aminophenyl)pyrazolo[3,4-d]pyrimidin-4-one hydrochloride). Isolated yield 60.6%. Procedure: To a mixture of 1-cyclopentyl-3-ethyl-6-(4-nitrophenyl)pyrazolo[3,4-d]pyrimidin-4-one (1.38 g, 3.9 mmol), SnCl2.2H2O (2.64 g, 11.72 mmol), ethanol (24 ml) and water (10 ml) was added concentrated HCl (14.5 ml). The reaction mixture was refluxed for 2 hours, cooled, and the product was collected by filtration and dried in vacuo to afford 0.85 g (67%) of 1-cyclopentyl-3-ethyl-6-(4-aminophenyl)pyrazolo[3,4-d]pyrimidin-4-one hydrochloride 1/3 hydrate, m.p. 279° C. (dec.). Reactants: Cl (HCl), C1(CCCC1)N1NC(=C2C1=NC(=NC2=O)C2=CC=C(C=C2)[N+](=O)[O-])CC (1-cyclopentyl-3-ethyl-6-(4-nitrophenyl)pyrazolo[3,4-d]pyrimidin-4-one), O.O.Cl[Sn]Cl (SnCl2.2H2O), C(C)O (ethanol). The solvent is O (water).